From a dataset of the Open Reaction Database (ORD), a public repository of structured organic reaction records. describe an organic reaction: reactants, conditions, products, and yield Starting materials: COC(=O)c1cccc(S(=O)(=O)n2cc(CN(C)C(=O)OC(C)(C)C)cc2-c2ccccc2)c1, CO, Cl, [Na+], C1CCOC1, [OH-]. Product: CN(Cc1cc(-c2ccccc2)n(S(=O)(=O)c2cccc(C(=O)O)c2)c1)C(=O)OC(C)(C)C. Reaction SMILES: [C:1]([CH3:2])([CH3:3])([CH3:4])[O:5][C:6](=[O:7])[N:8]([CH3:9])[CH2:10][c:11]1[cH:12][c:13](-[c:29]2[cH:30][cH:31][cH:32][cH:33][cH:34]2)[n:14]([S:16](=[O:17])(=[O:18])[c:19]2[cH:20][c:21]([C:22](=[O:23])[O:24][CH3:25])[cH:26][cH:27][cH:28]2)[cH:15]1.[CH3:43][OH:44].[ClH:37].[Na+:36].[O:38]1[CH2:39][CH2:40][CH2:41][CH2:42]1.[OH-:35]>>[C:1]([CH3:2])([CH3:3])([CH3:4])[O:5][C:6](=[O:7])[N:8]([CH3:9])[CH2:10][c:11]1[cH:12][c:13](-[c:29]2[cH:30][cH:31][cH:32][cH:33][cH:34]2)[n:14]([S:16](=[O:17])(=[O:18])[c:19]2[cH:20][c:21]([C:22](=[O:23])[OH:24])[cH:26][cH:27][cH:28]2)[cH:15]1. Isolated yield 87.0%. Solvent: CO (methanol). Conditions: time 1 hour. Procedure: To methanol (2 ml), 2,2'-[(1,3-dioxo-2-phenylmethylene-1,3-propanediyl)diimino]bisbenzoic acid (500 mg) and 1N.NaOH (2.32 ml) were added, and the mixture was stirred at room temperature for 1 hour. Solvent was removed from the reaction mixture, and the residue was treated with acetone and crystallized to give the title compound (478 mg, 87%) in white solid. m.p. 283° C. (dec.) Reaction SMILES: [O:1]=[C:2]([NH:23][C:24]1[CH:32]=[CH:31][CH:30]=[CH:29][C:25]=1[C:26]([OH:28])=[O:27])[C:3](=[CH:16][C:17]1[CH:22]=[CH:21][CH:20]=[CH:19][CH:18]=1)[C:4]([NH:6][C:7]1[CH:15]=[CH:14][CH:13]=[CH:12][C:8]=1[C:9]([OH:11])=[O:10])=[O:5].[OH-].[Na+:34]>CO>[O:5]=[C:4]([NH:6][C:7]1[CH:15]=[CH:14][CH:13]=[CH:12][C:8]=1[C:9]([O-:11])=[O:10])[C:3](=[CH:16][C:17]1[CH:22]=[CH:21][CH:20]=[CH:19][CH:18]=1)[C:2]([NH:23][C:24]1[CH:32]=[CH:31][CH:30]=[CH:29][C:25]=1[C:26]([O-:28])=[O:27])=[O:1].[Na+:34].[Na+:34] |f:1.2,4.5.6|. The reactants are O=C(C(C(=O)NC1=C(C(=O)O)C=CC=C1)=CC1=CC=CC=C1)NC1=C(C(=O)O)C=CC=C1 (2,2'-[(1,3-dioxo-2-phenylmethylene-1,3-propanediyl)diimino]bisbenzoic acid), [OH-].[Na+] (NaOH). Yields the product O=C(C(C(=O)NC1=C(C(=O)[O-])C=CC=C1)=CC1=CC=CC=C1)NC1=C(C(=O)[O-])C=CC=C1.[Na+].[Na+] (disodium 2,2'-[(1,3-dioxo-2-phenylmethylene-1,3-propanediyl)diimino]bisbenzoate).